From a dataset of the Open Reaction Database (ORD), a public repository of structured organic reaction records. describe an organic reaction: reactants, conditions, products, and yield Starting materials: Intermediate 79, C(#C)C1=CC(=CC=C1)S(=O)(=O)CCC (1-ethynyl-3-(propane-1-sulfonyl)-benzene), C(#C)C1=CC(=CC=C1)S(=O)(=O)CCC (1-ethynyl-3-(propane-1-sulfonyl)-benzene), C(C)(C)(C)OC(COC1=C(C(=CC=C1)Cl)I)=O ((3-chloro-2-iodo-phenoxy)-acetic acid tert-butyl ester), C(C)(C)(C)OC(COC1=C(C(=CC=C1)Cl)I)=O ((3-chloro-2-iodo-phenoxy)-acetic acid tert-butyl ester). The product is C(C)(C)(C)OC(COC1=C(C(=CC=C1)Cl)C#CC1=CC(=CC=C1)S(=O)(=O)CCC)=O (tert-butyl(3-chloro-2-{[3-(propylsulfonyl)phenyl]ethynyl}phenoxy)acetate). As a reaction SMILES: [C:1]([O:5][C:6](=[O:17])[CH2:7][O:8][C:9]1[CH:14]=[CH:13][CH:12]=[C:11]([Cl:15])[C:10]=1I)([CH3:4])([CH3:3])[CH3:2].[C:18]([C:20]1[CH:25]=[CH:24][CH:23]=[C:22]([S:26]([CH2:29][CH2:30][CH3:31])(=[O:28])=[O:27])[CH:21]=1)#[CH:19]>>[C:1]([O:5][C:6](=[O:17])[CH2:7][O:8][C:9]1[CH:14]=[CH:13][CH:12]=[C:11]([Cl:15])[C:10]=1[C:19]#[C:18][C:20]1[CH:25]=[CH:24][CH:23]=[C:22]([S:26]([CH2:29][CH2:30][CH3:31])(=[O:28])=[O:27])[CH:21]=1)([CH3:4])([CH3:3])[CH3:2]. Reported procedure: Following the general method as outlined in Intermediate 79, starting from (3-chloro-2-iodo-phenoxy)-acetic acid tert-butyl ester (Intermediate 94) and 1-ethynyl-3-(propane-1-sulfonyl)-benzene (Intermediate 42), the title compound was obtained a brown sticky solid after purification by flash column chromatography (silica), eluting with cyclohexane containing increasing amounts of EtOAc. Reactants: aqueous solution, [OH-].[Na+] (sodium hydroxide), C1OCC(N2C1CCC2)=O (Tetrahydro-1H-pyrrolo[2,1-c][1,4]oxazin-4-(3H)-one), Cl (hydrochloric acid), C(C1=CC=CC=C1)OC(=O)Cl (benzylchloroformate). Reaction SMILES: [CH2:1]1[CH:6]2[CH2:7][CH2:8][CH2:9][N:5]2[C:4](=[O:10])[CH2:3][O:2]1.Cl.[CH2:12]([O:19][C:20](Cl)=[O:21])[C:13]1[CH:18]=[CH:17][CH:16]=[CH:15][CH:14]=1.[OH-:23].[Na+]>O>[C:4]([CH2:3][O:2][CH2:1][C@@H:6]1[CH2:7][CH2:8][CH2:9][N:5]1[C:20]([O:19][CH2:12][C:13]1[CH:18]=[CH:17][CH:16]=[CH:15][CH:14]=1)=[O:21])([OH:10])=[O:23] |f:3.4|. Procedure: Tetrahydro-1H-pyrrolo[2,1-c][1,4]oxazin-4-(3H)-one, 5 g (0.0354 mol), is suspended in a solution of 20 ml of concentrated hydrochloric acid and 20 ml of water and refluxed for four hours, cooled to room temperature and extracted with 200 ml of dichloromethane. The aqueous layer is separated, evaporated in vacuo, the residue dissolved in 200 ml of water, and the pH adjusted with a 10% aqueous solution of sodium hydroxide to pH 10-10.5. The solution is cooled to 5° C. and 7.25 g (0.0425 mol) of be... Yields the product C(=O)(O)COC[C@H]1N(CCC1)C(=O)OCC1=CC=CC=C1 ((S)-phenylmethyl 2-[(carboxymethoxy)methyl]-1-pyrrolidinecarboxylate). Solvent: O (water). Reaction conditions: time 1 hour. Procedure details: 398 mg. of 3-(4-pyridylsulfinyl)propionic acid and 7-amino-3-azidomethyl-3-cephem-4-carboxylic acid were reacted in the same manner as described in Example 28 and 143 mg. of 7-[3-(4-pyridylsulfinyl)propinamido]-3-azidomethyl-3-cephem-4-carboxylic acid were obtained. Yields the product N1=CC=C(C=C1)S(=O)C#CC(=O)NC1[C@@H]2N(C(=C(CS2)CN=[N+]=[N-])C(=O)O)C1=O (7-[3-(4-pyridylsulfinyl)propinamido]-3-azidomethyl-3-cephem-4-carboxylic acid). As a reaction SMILES: [N:1]1[CH:6]=[CH:5][C:4]([S:7]([CH2:9][CH2:10][C:11]([OH:13])=O)=[O:8])=[CH:3][CH:2]=1.[NH2:14][CH:15]1[C:29](=[O:30])[N:17]2[C:18]([C:26]([OH:28])=[O:27])=[C:19]([CH2:22][N:23]=[N+:24]=[N-:25])[CH2:20][S:21][C@H:16]12>>[N:1]1[CH:2]=[CH:3][C:4]([S:7]([C:9]#[C:10][C:11]([NH:14][CH:15]2[C:29](=[O:30])[N:17]3[C:18]([C:26]([OH:28])=[O:27])=[C:19]([CH2:22][N:23]=[N+:24]=[N-:25])[CH2:20][S:21][C@H:16]23)=[O:13])=[O:8])=[CH:5][CH:6]=1. Starting materials: N1=CC=C(C=C1)S(=O)CCC(=O)O (3-(4-pyridylsulfinyl)propionic acid), NC1[C@@H]2N(C(=C(CS2)CN=[N+]=[N-])C(=O)O)C1=O (7-amino-3-azidomethyl-3-cephem-4-carboxylic acid). The reactants are CCO, CCC(=O)Cn1c(CC(F)(F)F)nc2cc(Cl)c(Cl)cc21, Cl, NO, O, c1ccncc1. Product: CCC(Cn1c(CC(F)(F)F)nc2cc(Cl)c(Cl)cc21)=NO. As a reaction SMILES: [CH3:32][CH2:33][OH:34].[Cl:1][c:2]1[cH:3][c:4]2[c:5]([n:6]([CH2:14][C:15]([CH2:16][CH3:17])=[O:18])[c:7]([CH2:9][C:10]([F:11])([F:12])[F:13])[n:8]2)[cH:19][c:20]1[Cl:21].[ClH:22].[NH2:23][OH:24].[OH2:31].[cH:25]1[cH:26][cH:27][n:28][cH:29][cH:30]1>>[Cl:1][c:2]1[cH:3][c:4]2[c:5]([n:6]([CH2:14][C:15]([CH2:16][CH3:17])=[N:23][OH:24])[c:7]([CH2:9][C:10]([F:11])([F:12])[F:13])[n:8]2)[cH:19][c:20]1[Cl:21]. The reactants are O=C([O-])[O-], CC(C)(C)OC(=O)N(CCc1ccc(-c2ccc3c(c2)OC(C)(C)OC3=O)cc1)CC(OC1CCCCO1)c1ccccc1, CO, [K+], [K+]. The product is COC(=O)c1ccc(-c2ccc(CCN(CC(OC3CCCCO3)c3ccccc3)C(=O)OC(C)(C)C)cc2)cc1O. As a reaction SMILES: [C:45](=[O:46])([O-:47])[O-:48].[CH3:1][C:2]1([CH3:44])[O:3][C:4](=[O:43])[c:5]2[c:6]([cH:8][c:9](-[c:12]3[cH:13][cH:14][c:15]([CH2:18][CH2:19][N:20]([C:21]([O:22][C:23]([CH3:24])([CH3:25])[CH3:26])=[O:27])[CH2:28][CH:29]([O:30][CH:31]4[O:32][CH2:33][CH2:34][CH2:35][CH2:36]4)[c:37]4[cH:38][cH:39][cH:40][cH:41][cH:42]4)[cH:16][cH:17]3)[cH:10][cH:11]2)[O:7]1.[CH3:51][OH:52].[K+:49].[K+:50]>>[CH3:2][O:3][C:4]([c:5]1[c:6]([OH:7])[cH:8][c:9](-[c:12]2[cH:13][cH:14][c:15]([CH2:18][CH2:19][N:20]([C:21]([O:22][C:23]([CH3:24])([CH3:25])[CH3:26])=[O:27])[CH2:28][CH:29]([O:30][CH:31]3[O:32][CH2:33][CH2:34][CH2:35][CH2:36]3)[c:37]3[cH:38][cH:39][cH:40][cH:41][cH:42]3)[cH:16][cH:17]2)[cH:10][cH:11]1)=[O:43]. The reactants are C1CCOC1, CC(=O)O, BrC1CCCC1, [Mg], COC1=C(C(=O)O)C(c2ccc3c(c2)OCO3)Oc2ccc(OC(C)C)cc21. The product is CC(C)Oc1ccc2c(c1)C(C1CCCC1)=C(C(=O)O)C(c1ccc3c(c1)OCO3)O2. Reaction SMILES: [CH2:40]1[O:41][CH2:42][CH2:43][CH2:44]1.[CH3:36][C:37](=[O:38])[OH:39].[CH:30]1([Br:35])[CH2:31][CH2:32][CH2:33][CH2:34]1.[Mg:29].[O:1]1[CH2:2][O:3][c:4]2[c:5]1[cH:6][cH:7][c:8]([CH:10]1[O:11][c:12]3[cH:13][cH:14][c:15]([O:25][CH:26]([CH3:27])[CH3:28])[cH:16][c:17]3[C:18]([O:23][CH3:24])=[C:19]1[C:20](=[O:21])[OH:22])[cH:9]2>>[O:1]1[CH2:2][O:3][c:4]2[c:5]1[cH:6][cH:7][c:8]([CH:10]1[O:11][c:12]3[cH:13][cH:14][c:15]([O:25][CH:26]([CH3:27])[CH3:28])[cH:16][c:17]3[C:18]([CH:30]3[CH2:31][CH2:32][CH2:33][CH2:34]3)=[C:19]1[C:20](=[O:21])[OH:22])[cH:9]2. Starting materials: CC(=O)O[BH-](OC(C)=O)OC(C)=O, CC(=O)O, CCOC(C)=O, O=Cc1ccccc1, CC(C)(C)OC(=O)NC1CNc2ccc(Cl)cc2C1, ClCCCl, [Na+]. The product is CC(C)(C)OC(=O)NC1Cc2cc(Cl)ccc2N(Cc2ccccc2)C1. RXN SMILES: [C:28]([O:29][BH-:30]([O:31][C:32](=[O:33])[CH3:34])[O:35][C:36](=[O:37])[CH3:38])(=[O:39])[CH3:40].[C:42]([OH:43])(=[O:44])[CH3:45].[CH3:50][CH2:51][O:52][C:53]([CH3:54])=[O:55].[CH:20](=[O:21])[c:22]1[cH:23][cH:24][cH:25][cH:26][cH:27]1.[Cl:1][c:2]1[cH:3][c:4]2[c:9]([cH:10][cH:11]1)[NH:8][CH2:7][CH:6]([NH:12][C:13]([O:14][C:15]([CH3:16])([CH3:17])[CH3:18])=[O:19])[CH2:5]2.[Cl:46][CH2:47][CH2:48][Cl:49].[Na+:41]>>[Cl:1][c:2]1[cH:3][c:4]2[c:9]([cH:10][cH:11]1)[N:8]([CH2:20][c:22]1[cH:23][cH:24][cH:25][cH:26][cH:27]1)[CH2:7][CH:6]([NH:12][C:13]([O:14][C:15]([CH3:16])([CH3:17])[CH3:18])=[O:19])[CH2:5]2. Starting materials: Cc1ccc(S(=O)(=O)n2cc(-c3ccccc3F)c(OCc3ccccc3)n2)cc1, CCCC[N+](CCCC)(CCCC)CCCC, [F-], C1CCOC1. Yields the product Fc1ccccc1-c1c[nH]nc1OCc1ccccc1. As a reaction SMILES: [CH2:19]([c:20]1[cH:21][cH:22][cH:23][cH:24][cH:25]1)[O:26][c:27]1[n:28][n:29]([S:39]([c:40]2[cH:41][cH:42][c:43]([CH3:44])[cH:45][cH:46]2)(=[O:47])=[O:48])[cH:30][c:31]1-[c:32]1[c:33]([F:38])[cH:34][cH:35][cH:36][cH:37]1.[CH3:2][CH2:3][CH2:4][CH2:5][N+:6]([CH2:7][CH2:8][CH2:9][CH3:10])([CH2:11][CH2:12][CH2:13][CH3:14])[CH2:15][CH2:16][CH2:17][CH3:18].[F-:1].[O:49]1[CH2:50][CH2:51][CH2:52][CH2:53]1>>[CH2:19]([c:20]1[cH:21][cH:22][cH:23][cH:24][cH:25]1)[O:26][c:27]1[n:28][nH:29][cH:30][c:31]1-[c:32]1[c:33]([F:38])[cH:34][cH:35][cH:36][cH:37]1. Reactants: N, S(C)C.B, C1CN(C[C@@H](C1=O)O)S(=O)(=O)C. Reagents/catalysts: c1ccc(cc1)-c2c3ccccc3cc4ccccc24 (9-Phenylanthracene), CC(C)[O-].CC(C)[O-].CC(C)[O-].CC(C)[O-].[Ti+4] (Ti(OiPr)4). Conditions: temperature 25 celsius, time 18 hour. Product: CS(=O)(=O)N1CC[C@@H](N)[C@@H](O)C1. Reaction SMILES: [CH3:1][S:2]([N:5]1[CH2:11][C@H:9]([OH:10])[C:8](=O)[CH2:7][CH2:6]1)(=[O:4])=[O:3].[NH3:12].B.CSC>>[CH3:1][S:2]([N:5]1[CH2:11][C@H:9]([OH:10])[C@H:8]([NH2:12])[CH2:7][CH2:6]1)(=[O:4])=[O:3]. The reactants are Cl.C(#N)C1=CC=C(CN2C=NC=C2CCl)C=C1 (1-(4-cyanobenzyl)-5-(chloromethyl)imidazole hydrochloride), NC=1NC2=C(N1)C=CC=C2 (2-aminobenzimidazole), C(C)(C)N(CC)C(C)C (diisopropylethylamine). Solvent: C(C)#N (acetonitrile). Conditions: temperature 80 celsius. Product: C(#N)C1=CC=C(CN2C=NC=C2CC2(N=C3C(=N2)C=CC=C3)N)C=C1 (1-(4-cyanobenzyl)-5-(2-amino-1-benzimidazolylmethyl)imidazole). Reaction SMILES: Cl.[C:2]([C:4]1[CH:17]=[CH:16][C:7]([CH2:8][N:9]2[C:13]([CH2:14]Cl)=[CH:12][N:11]=[CH:10]2)=[CH:6][CH:5]=1)#[N:3].[NH2:18][C:19]1[NH:20][C:21]2[CH:27]=[CH:26][CH:25]=[CH:24][C:22]=2[N:23]=1.C(N(C(C)C)CC)(C)C>C(#N)C>[C:2]([C:4]1[CH:17]=[CH:16][C:7]([CH2:8][N:9]2[C:13]([CH2:14][C:19]3([NH2:18])[N:23]=[C:22]4[CH:24]=[CH:25][CH:26]=[CH:27][C:21]4=[N:20]3)=[CH:12][N:11]=[CH:10]2)=[CH:6][CH:5]=1)#[N:3] |f:0.1|. Procedure details: The compound described in Example 26, Step 1 [1-(4-cyanobenzyl)-5-(chloromethyl)imidazole hydrochloride] (0.75 mmol, 0.20 g), 2-aminobenzimidazole (0.90 mmol, 0. 12 g) and diisopropylethylamine (2.25 mmol, 0.29 g) were dissolved in acetonitrile and placed in a nitrogen purged sealed tube and warmed at 80° C. for 18 hr. The precipitate was filtered off to yield 1-(4-cyanobenzyl)-5-(2-amino-1-benzimidazolylmethyl)imidazole.